This data is from the Open Reaction Database (ORD), a public repository of structured organic reaction records. The task is: describe an organic reaction: reactants, conditions, products, and yield The product is NC=1C=CC(=NC1N)N1C[C@@H](CCC1)C(=O)N1CCCC1 ((R)-(1-(5,6-diaminopyridin-2-yl)piperidin-3-yl)(pyrrolidin-1-yl)methanone). RXN SMILES: [NH2:1][C:2]1[N:7]=[C:6]([N:8]2[CH2:13][CH2:12][CH2:11][C@@H:10]([C:14]([N:16]3[CH2:20][CH2:19][CH2:18][CH2:17]3)=[O:15])[CH2:9]2)[CH:5]=[CH:4][C:3]=1[N+:21]([O-])=O.[H][H]>C(O)C.[Pd]>[NH2:21][C:3]1[CH:4]=[CH:5][C:6]([N:8]2[CH2:13][CH2:12][CH2:11][C@@H:10]([C:14]([N:16]3[CH2:20][CH2:19][CH2:18][CH2:17]3)=[O:15])[CH2:9]2)=[N:7][C:2]=1[NH2:1]. The solvent is C(C)O (ethanol). The reagents and catalysts are [Pd] (palladium-on-carbon). The reactants are NC1=C(C=CC(=N1)N1C[C@@H](CCC1)C(=O)N1CCCC1)[N+](=O)[O-] ((R)-(1-(6-amino-5-nitropyridin-2-yl)piperidin-3-yl)(pyrrolidin-1-yl)methanone), [H][H] (hydrogen). Procedure: To a solution of (R)-(1-(6-amino-5-nitropyridin-2-yl)piperidin-3-yl)(pyrrolidin-1-yl)methanone (150 mg, 0.47 mmol) in ethanol (20 mL) was added 10% palladium-on-carbon (100 mg). The reaction mixture was stirred under a hydrogen atmosphere using a balloon filled with hydrogen gas for 2 h at room temperature. The reaction mixture was filtered through Celite and the residue was rinsed with ethanol under a nitrogen atmosphere. The filtrate was used without further purification.